Dataset: the Open Reaction Database (ORD), a public repository of structured organic reaction records. Task: describe an organic reaction: reactants, conditions, products, and yield The reactants are N1=C(C=CC=C1)C(N1N=C(C2=CC=CC=C2C1=O)CC(=O)OCC)C1=NC=NO1 (ethyl 3(2-pyridyl-1,2,4-oxadiazol5-ylmethyl)-4-oxo-3H-phthalazin-1-ylacetate), [OH-].[K+] (KOH), C(C)(=O)O (acetic acid). Solvent: O (water), CO (methanol). Product: N1=C(C=CC=C1)C(N1N=C(C2=CC=CC=C2C1=O)CC(=O)O)C1=NC=NO1 (3-(2-Pyridyl-1,2,4-oxadiazol-5-ylmethyl)-4-oxo-3H-phthalazin-1-ylacetic acid). As a reaction SMILES: [N:1]1[CH:6]=[CH:5][CH:4]=[CH:3][C:2]=1[CH:7]([C:25]1[O:29][N:28]=[CH:27][N:26]=1)[N:8]1[C:17](=[O:18])[C:16]2[C:11](=[CH:12][CH:13]=[CH:14][CH:15]=2)[C:10]([CH2:19][C:20]([O:22]CC)=[O:21])=[N:9]1.[OH-].[K+].C(O)(=O)C>CO.O>[N:1]1[CH:6]=[CH:5][CH:4]=[CH:3][C:2]=1[CH:7]([C:25]1[O:29][N:28]=[CH:27][N:26]=1)[N:8]1[C:17](=[O:18])[C:16]2[C:11](=[CH:12][CH:13]=[CH:14][CH:15]=2)[C:10]([CH2:19][C:20]([OH:22])=[O:21])=[N:9]1 |f:1.2|. Procedure details: To a solution of ethyl 3(2-pyridyl-1,2,4-oxadiazol5-ylmethyl)-4-oxo-3H-phthalazin-1-ylacetate (1.0 g) in methanol (10 ml) was added 20% aqueous KOH (0.5 ml) and the mixture refluxed for 30 minutes. Evaporation of excess methanol gave an orange residue. The residue was dissolved in water, acidified with acetic acid (1 ml) and the precipitated solid was collected and crystallized from isopropanol to yield the product (0.53 g; m.p. 196°-200° C.).